From a dataset of the Open Reaction Database (ORD), a public repository of structured organic reaction records. describe an organic reaction: reactants, conditions, products, and yield Starting materials: CC1(CC(C(CC1)C=O)=O)C (4,4-dimethyl-2-oxocyclohexanecarbaldehyde), O.NN (hydrazine monohydrate). Run in CO (methanol), CO (methanol). Run at time 15 minute. Product: CC1(CCC=2C=NNC2C1)C (6,6-dimethyl-4,5,6,7-tetrahydro-1H-indazole). RXN SMILES: [CH3:1][C:2]1([CH3:11])[CH2:7][CH2:6][CH:5]([CH:8]=O)[C:4](=O)[CH2:3]1.O.[NH2:13][NH2:14]>CO>[CH3:1][C:2]1([CH3:11])[CH2:3][C:4]2[NH:14][N:13]=[CH:8][C:5]=2[CH2:6][CH2:7]1 |f:1.2|. Procedure: Under a nitrogen atmosphere, to a suspension of sodium hydride (28 g, 697 mmol) in tetrahydrofuran (500 ml) was added dropwise a solution of 3,3-dimethylcyclohexanone (80 g, 634 mmol) in tetrahydrofuran (250 ml) under ice-cooling over about 1 hr, and the mixture was stirred for 1 hr. Then, a solution of ethyl formate (99 g, 1.3 mol) in tetrahydrofuran (250 ml) was added dropwise over about 1 hr, and the mixture was stirred under ice-cooling for 1 hr, and at room temperature for 1 hr. To the reac... Reactants: COCOC=1C(=C2COC(C2=CC1)(C(F)(F)F)C(F)(F)F)CCC (5-(methoxymethoxy)-4-propyl-1,1-bis(trifluoromethyl)-1,3-dihydroisobenzofuran), Cl.C(C)O (hydrochloric acid ethanol). Reaction conditions: time 2 hour. Yields the product C(CC)C1=C2COC(C2=CC=C1O)(C(F)(F)F)C(F)(F)F (4-propyl-1,1-bis(trifluoromethyl)-1,3-dihydroisobenzofuran-5-ol). RXN SMILES: COC[O:4][C:5]1[C:6]([CH2:22][CH2:23][CH3:24])=[C:7]2[C:11](=[CH:12][CH:13]=1)[C:10]([C:18]([F:21])([F:20])[F:19])([C:14]([F:17])([F:16])[F:15])[O:9][CH2:8]2.Cl.C(O)C>>[CH2:22]([C:6]1[C:5]([OH:4])=[CH:13][CH:12]=[C:11]2[C:7]=1[CH2:8][O:9][C:10]2([C:18]([F:21])([F:19])[F:20])[C:14]([F:15])([F:16])[F:17])[CH2:23][CH3:24] |f:1.2|. Procedure: To 5-(methoxymethoxy)-4-propyl-1,1-bis(trifluoromethyl)-1,3-dihydroisobenzofuran (1.12 g, 3.13 mmol), hydrochloric acid-ethanol (2 mol/L, 5 mL) was added and the mixture was stirred at room temperature for 2 hours. The reaction solution was concentrated under vacuum. The obtained residue was purified by silica-gel column chromatography (hexane/ethyl acetate) and of the title compound (952.6 mg, 96%) was obtained as colorless crystalline powder. Starting materials: ClCCl, Cl, CC(N=[N+]=[N-])c1ccc(Cl)cn1, C1CCOC1, O, c1ccc(P(c2ccccc2)c2ccccc2)cc1. The product is CC(N)c1ccc(Cl)cn1. RXN SMILES: [Cl:39][CH2:40][Cl:41].[ClH:33].[N:21](=[N+:22]=[N-:23])[CH:24]([CH3:25])[c:26]1[n:27][cH:28][c:29]([Cl:32])[cH:30][cH:31]1.[O:34]1[CH2:35][CH2:36][CH2:37][CH2:38]1.[OH2:1].[c:2]1([P:3]([c:4]2[cH:5][cH:6][cH:7][cH:8][cH:9]2)[c:10]2[cH:11][cH:12][cH:13][cH:14][cH:15]2)[cH:16][cH:17][cH:18][cH:19][cH:20]1>>[NH2:21][CH:24]([CH3:25])[c:26]1[n:27][cH:28][c:29]([Cl:32])[cH:30][cH:31]1. Starting materials: C(#C)C1=CC=C2C(=NN(C2=C1)C1=NC(=NC=C1)N)C (4-(6-ethynyl-3-methylindazol-1-yl)pyrimidin-2-amine), [Li+].CC(C)[N-]C(C)C (LDA), C1(=CC=CC=C1)C(N1C=NC(=C1)C(C)=O)(C1=CC=CC=C1)C1=CC=CC=C1 (1-[1-(triphenylmethyl)imidazol-4-yl]ethanone). The solvent is C1CCOC1 (THF), C1CCOC1 (THF), C1CCOC1 (THF). Reaction conditions: time 20 minute. The product is NC1=NC=CC(=N1)N1N=C(C2=CC=C(C=C12)C#CC(C)(O)C=1N=CN(C1)C(C1=CC=CC=C1)(C1=CC=CC=C1)C1=CC=CC=C1)C (4-[1-(2-aminopyrimidin-4-yl)-3-methylindazol-6-yl]-2-[1-(triphenylmethyl)imidazol-4-yl]but-3-yn-2-ol). As a reaction SMILES: [C:1]([C:3]1[CH:11]=[C:10]2[C:6]([C:7]([CH3:19])=[N:8][N:9]2[C:12]2[CH:17]=[CH:16][N:15]=[C:14]([NH2:18])[N:13]=2)=[CH:5][CH:4]=1)#[CH:2].[Li+].CC([N-]C(C)C)C.[C:28]1([C:34]([C:49]2[CH:54]=[CH:53][CH:52]=[CH:51][CH:50]=2)([C:43]2[CH:48]=[CH:47][CH:46]=[CH:45][CH:44]=2)[N:35]2[CH:39]=[C:38]([C:40](=[O:42])[CH3:41])[N:37]=[CH:36]2)[CH:33]=[CH:32][CH:31]=[CH:30][CH:29]=1>C1COCC1>[NH2:18][C:14]1[N:13]=[C:12]([N:9]2[C:10]3[C:6](=[CH:5][CH:4]=[C:3]([C:1]#[C:2][C:40]([C:38]4[N:37]=[CH:36][N:35]([C:34]([C:43]5[CH:48]=[CH:47][CH:46]=[CH:45][CH:44]=5)([C:28]5[CH:29]=[CH:30][CH:31]=[CH:32][CH:33]=5)[C:49]5[CH:54]=[CH:53][CH:52]=[CH:51][CH:50]=5)[CH:39]=4)([OH:42])[CH3:41])[CH:11]=3)[C:7]([CH3:19])=[N:8]2)[CH:17]=[CH:16][N:15]=1 |f:1.2|. Reported procedure: To a solution of 4-(6-ethynyl-3-methylindazol-1-yl)pyrimidin-2-amine (180 mg at 90% purity, 0.65 mmol) in THF (2.5 mL) at −78° C. under nitrogen was added 2M LDA in THF (0.81 mL, 1.63 mmol). After 5 minutes 1-[1-(triphenylmethyl)imidazol-4-yl]ethanone (458.08 mg, 1.3 mmol) in THF (1.5 mL) was added. After 20 minutes, the mixture was allowed to warm up to RT and stirred for a further 1 hr. The reaction mixture was quenched by addition of saturated aqueous NH4Cl (1 mL). The volatiles were removed ... Reported procedure: To a solution of 3.6 g (18 mM) of N-(2,2-difluoroethyl)-2-nitroaniline in 25 ml of methanol, were added 470 mg of palladium on carbon at 5%. The reaction mixture was stirred for 3 h at room temperature under hydrogen atmosphere, at room pressure and room temperature. The catalyst was filtrated on Celite and the filtrate was evaporated under vacuum to give 3 g of N-(2,2-difluoroethyl)benzene-1,2-diamine as an oil. Yield: 97.5%. RXN SMILES: [F:1][CH:2]([F:14])[CH2:3][NH:4][C:5]1[CH:10]=[CH:9][CH:8]=[CH:7][C:6]=1[N+:11]([O-])=O>CO.[Pd]>[F:1][CH:2]([F:14])[CH2:3][NH:4][C:5]1[C:6]([NH2:11])=[CH:7][CH:8]=[CH:9][CH:10]=1. Isolated yield 97.8%. Conditions: time 3 hour. Starting materials: FC(CNC1=C(C=CC=C1)[N+](=O)[O-])F (N-(2,2-difluoroethyl)-2-nitroaniline). Yields the product FC(CNC=1C(=CC=CC1)N)F (N-(2,2-difluoroethyl)benzene-1,2-diamine). Run in CO (methanol). The reagents and catalysts are [Pd] (palladium on carbon). Reactants: O (water), C(C)(=O)N1CCN(CC1)C1=CC=C(C=C1)O (1-acetyl-4-(4-hydroxyphenyl) piperazine), C([O-])(O)=O.[K+] (potassium bicarbonate), BrCCCCCC (1-bromohexane). Solvent: C(C)(=O)OCC (ethyl acetate), CS(=O)C (dimethylsulfoxide). Conditions: temperature 80 celsius, time 24 hour. Product: C(C)(=O)N1CCN(CC1)C1=CC=C(C=C1)OCCCCCC (1-acetyl-4-(4-hexyloxyphenyl)piperazine). RXN SMILES: [C:1]([N:4]1[CH2:9][CH2:8][N:7]([C:10]2[CH:15]=[CH:14][C:13]([OH:16])=[CH:12][CH:11]=2)[CH2:6][CH2:5]1)(=[O:3])[CH3:2].C(=O)(O)[O-].[K+].Br[CH2:23][CH2:24][CH2:25][CH2:26][CH2:27][CH3:28].O>CS(C)=O.C(OCC)(=O)C>[C:1]([N:4]1[CH2:5][CH2:6][N:7]([C:10]2[CH:15]=[CH:14][C:13]([O:16][CH2:23][CH2:24][CH2:25][CH2:26][CH2:27][CH3:28])=[CH:12][CH:11]=2)[CH2:8][CH2:9]1)(=[O:3])[CH3:2] |f:1.2|. Procedure: To a suspension of 1-acetyl-4-(4-hydroxyphenyl) piperazine (20 g) and potassium bicarbonate (12.55 g) in dimethylsulfoxide (200 ml) was added 1-bromohexane (19.12 ml) and stirred for 24 hours at 80° C. The reaction mixture was added to a mixture of water and ethyl acetate. The organic layer was taken and dried over is magnesium sulfate. The magnesium sulfate was filtered off, and the filtrate was evaporated under reduced pressure to give 1-acetyl-4-(4-hexyloxyphenyl)piperazine (14.5 g). The reactants are CC(=O)O, CN(C)C=O, O=C1Nc2cccc(Cl)c2C(=O)N2CC(CS(=O)(=O)[O-])CC12, [H-], [Na+]. Product: O=C1Nc2cccc(Cl)c2C(=O)N2C=CCC12. As a reaction SMILES: [CH3:25][C:26](=[O:27])[OH:28].[CH3:29][N:30]([CH3:31])[CH:32]=[O:33].[Cl:1][c:2]1[cH:3][cH:4][cH:5][c:6]2[c:7]1[C:8](=[O:22])[N:9]1[CH:10]([C:11](=[O:13])[NH:12]2)[CH2:14][CH:15]([CH2:17][S:18]([O-:19])(=[O:20])=[O:21])[CH2:16]1.[H-:23].[Na+:24]>>[Cl:1][c:2]1[cH:3][cH:4][cH:5][c:6]2[c:7]1[C:8](=[O:22])[N:9]1[CH:10]([C:11](=[O:13])[NH:12]2)[CH2:14][CH:15]=[CH:16]1.